This data is from the Open Reaction Database (ORD), a public repository of structured organic reaction records. The task is: describe an organic reaction: reactants, conditions, products, and yield Reactants: C(C1=CC=CC=C1)OC=1C=C(C2=C(N=C(S2)NC(=O)NCC)C1)C1=NC=C(C=C1)C#N (1-[5-Benzyloxy-7-(5-cyano-pyridin-2-yl)-benzothiazol-2-yl]-3-ethyl-urea), CS(=O)(=O)O (methanesulfonic acid). Run in C(C)(=O)OCC (ethyl acetate), ClCCl (dichloromethane). Conditions: time 2 hour. Yields the product C(#N)C=1C=CC(=NC1)C1=CC(=CC=2N=C(SC21)NC(=O)NCC)O (1-[7-(5-Cyano-pyridin-2-yl)-5-hydroxy-benzothiazol-2-yl]-3-ethyl-urea). Yield: 90.7%. Reaction SMILES: C([O:8][C:9]1[CH:10]=[C:11]([C:24]2[CH:29]=[CH:28][C:27]([C:30]#[N:31])=[CH:26][N:25]=2)[C:12]2[S:16][C:15]([NH:17][C:18]([NH:20][CH2:21][CH3:22])=[O:19])=[N:14][C:13]=2[CH:23]=1)C1C=CC=CC=1.CS(O)(=O)=O>ClCCl.C(OCC)(=O)C>[C:30]([C:27]1[CH:28]=[CH:29][C:24]([C:11]2[C:12]3[S:16][C:15]([NH:17][C:18]([NH:20][CH2:21][CH3:22])=[O:19])=[N:14][C:13]=3[CH:23]=[C:9]([OH:8])[CH:10]=2)=[N:25][CH:26]=1)#[N:31]. Procedure details: A stirred solution of 1-[5-Benzyloxy-7-(5-cyano-pyridin-2-yl)-benzothiazol-2-yl]-3-ethyl-urea (110 mg, 0.26 mmol) in anhydrous dichloromethane (3 ml) was treated with methanesulfonic acid (1 ml) and kept at ambient temperature for 2 h. The organic layer was diluted with ethyl acetate then washed with water (3×30 ml), dried (MgSO4) and the solvent removed in vacuo to give the crude 1-[7-(5-Cyano-pyridin-2-yl)-5-hydroxy-benzothiazol-2-yl]-3-ethyl-urea (80 mg, 90%) as an off-white solid which was u... Reactants: COC(=O)c1ccc(NC(=O)Nc2cnccn2)c(OC)c1, CO, [Li+], [OH-], O, O. The product is COc1cc(C(=O)O)ccc1NC(=O)Nc1cnccn1. As a reaction SMILES: [CH3:1][O:2][C:3]([c:4]1[cH:5][c:6]([O:20][CH3:21])[c:7]([NH:10][C:11](=[O:12])[NH:13][c:14]2[n:15][cH:16][cH:17][n:18][cH:19]2)[cH:8][cH:9]1)=[O:22].[CH3:27][OH:28].[Li+:26].[OH-:25].[OH2:23].[OH2:24]>>[O:2]=[C:3]([c:4]1[cH:5][c:6]([O:20][CH3:21])[c:7]([NH:10][C:11](=[O:12])[NH:13][c:14]2[n:15][cH:16][cH:17][n:18][cH:19]2)[cH:8][cH:9]1)[OH:22]. The reactants are ClC1=C(C=C(C2=C1C=CO2)Br)F (4-chloro-5-fluoro-7-bromobenzofuran), N1CCNCC1 (piperazine). Product: Cl.ClC1=C(C=C(C2=C1C=CO2)N2CCNCC2)F (1-(4-chloro-5-fluorobenzofur-7-yl)piperazine Hydrochloride). RXN SMILES: [Cl:1][C:2]1[C:7]2[CH:8]=[CH:9][O:10][C:6]=2[C:5](Br)=[CH:4][C:3]=1[F:12].[NH:13]1[CH2:18][CH2:17][NH:16][CH2:15][CH2:14]1>>[ClH:1].[Cl:1][C:2]1[C:7]2[CH:8]=[CH:9][O:10][C:6]=2[C:5]([N:13]2[CH2:18][CH2:17][NH:16][CH2:15][CH2:14]2)=[CH:4][C:3]=1[F:12] |f:2.3|. Procedure: Beginning with 4-chloro-5-fluoro-7-bromobenzofuran and piperazine, the title compound was prepared as described. Starting materials: CC1CC(C2=CC=CC=C12)=O (3-methylindan-1-one), Cl.NO (hydroxylamine hydrochloride), [OH-].[Na+] (NaOH). Solvent: CO (MeOH), O (H2O). Reaction conditions: temperature 80 celsius, time 2 hour. The product is CC1CC(C2=CC=CC=C12)=NO (3-Methylindan-1-one oxime), solid. The yield is 95.0%. RXN SMILES: [CH3:1][CH:2]1[C:10]2[C:5](=[CH:6][CH:7]=[CH:8][CH:9]=2)[C:4](=O)[CH2:3]1.Cl.[NH2:13][OH:14].[OH-].[Na+]>CO.O>[CH3:1][CH:2]1[C:10]2[C:5](=[CH:6][CH:7]=[CH:8][CH:9]=2)[C:4](=[N:13][OH:14])[CH2:3]1 |f:1.2,3.4|. Reported procedure: To a solution of 3-methylindan-1-one (221 mg, 1.51 mmol) and hydroxylamine hydrochloride (295 mg, 4.25 mmol) in MeOH (4.00 mL) was added a solution of NaOH (200 mg, 5.00 mmol) in H2O (2.00 mL) and the mixture was stirred at 80° C. for 2 h. The cooled reaction was concentrated in vacuo to remove most of the MeOH, and the residue was partitioned between DCM and H2O. The organic layer was concentrated in vacuo to afford the title compound as a waxy solid (232 mg, 95%). LC/MS: Rt=1.51 min, ES+ 162 (... Reactants: CCOC(=O)c1cn2cc(-c3c(-c4cccc(C)n4)nn4c3CCC4)ccc2n1, CN(C)CCN, C[Al](C)C, Cc1ccccc1, ClCCl. Product: Cc1cccc(-c2nn3c(c2-c2ccc4nc(C(=O)NCCN(C)C)cn4c2)CCC3)n1. Reaction SMILES: [CH2:18]([O:20][C:21](=[O:19])[c:23]1[n:24][c:25]2[n:26]([cH:27][c:28](-[c:31]3[c:32]4[n:33]([n:34][c:35]3-[c:36]3[n:37][c:38]([CH3:42])[cH:39][cH:40][cH:41]3)[CH2:43][CH2:44][CH2:45]4)[cH:29][cH:30]2)[cH:46]1)[CH3:22].[CH3:12][N:13]([CH2:14][CH2:15][NH2:16])[CH3:17].[CH3:1][Al:2]([CH3:3])[CH3:4].[CH3:5][c:6]1[cH:7][cH:8][cH:9][cH:10][cH:11]1.[Cl:47][CH2:48][Cl:49]>>[CH3:12][N:13]([CH2:14][CH2:15][NH:16][C:21](=[O:20])[c:23]1[n:24][c:25]2[n:26]([cH:27][c:28](-[c:31]3[c:32]4[n:33]([n:34][c:35]3-[c:36]3[n:37][c:38]([CH3:42])[cH:39][cH:40][cH:41]3)[CH2:43][CH2:44][CH2:45]4)[cH:29][cH:30]2)[cH:46]1)[CH3:17].